This data is from the Open Reaction Database (ORD), a public repository of structured organic reaction records. The task is: describe an organic reaction: reactants, conditions, products, and yield The reactants are CC(C(=O)[O-])=C(c1ccc(C(=C2CC(C)(C)OC(C)(C)C2)c2ccc(O)cc2)cc1)C(C)(C)C, ClCCl, O=C(O)C(F)(F)F. The product is CC(=Cc1ccc(C(=C2CC(C)(C)OC(C)(C)C2)c2ccc(O)cc2)cc1)C(=O)O. Reaction SMILES: [CH3:1][C:2]([CH3:3])([CH3:4])[C:5](=[C:6]([C:7](=[O:8])[O-:9])[CH3:10])[c:11]1[cH:12][cH:13][c:14]([C:17](=[C:18]2[CH2:19][C:20]([CH3:26])([CH3:27])[O:21][C:22]([CH3:24])([CH3:25])[CH2:23]2)[c:28]2[cH:29][cH:30][c:31]([OH:34])[cH:32][cH:33]2)[cH:15][cH:16]1.[Cl:42][CH2:43][Cl:44].[F:35][C:36]([F:37])([F:38])[C:39]([OH:40])=[O:41]>>[CH:5](=[C:6]([C:7](=[O:8])[OH:9])[CH3:10])[c:11]1[cH:12][cH:13][c:14]([C:17](=[C:18]2[CH2:19][C:20]([CH3:26])([CH3:27])[O:21][C:22]([CH3:24])([CH3:25])[CH2:23]2)[c:28]2[cH:29][cH:30][c:31]([OH:34])[cH:32][cH:33]2)[cH:15][cH:16]1. Reactants: CC1=CC(OC1=O)O\C=C\1/C2C(N(C1=O)C(=O)OC(C)(C)C)C=CC2 (tert-butyl (3E)-3-[(4-methyl-5-oxo-2H-furan-2-yl)oxymethylene]-2-oxo-4,6a-dihydro-3aH-cyclopenta[b]pyrrole-1-carboxylate), [Cl-].[Mg+2].[Cl-] (magnesium chloride), C(Cl)Cl (CH2Cl2). Solvent: C(C)#N (acetonitrile). Product: CC1=CC(OC1=O)O\C=C\1/C2C(NC1=O)C=CC2 ((3E)-3-[(4-methyl-5-oxo-2H-furan-2-yl)oxymethylene]-1,3a,4,6a-tetrahydrocyclopenta[b]pyrrol-2-one). Yield: 40.0%. RXN SMILES: [CH3:1][C:2]1[C:6](=[O:7])[O:5][CH:4]([O:8]/[CH:9]=[C:10]2\[CH:11]3[CH2:25][CH:24]=[CH:23][CH:12]3[N:13](C(OC(C)(C)C)=O)[C:14]\2=[O:15])[CH:3]=1.[Cl-].[Mg+2].[Cl-].C(Cl)Cl>C(#N)C>[CH3:1][C:2]1[C:6](=[O:7])[O:5][CH:4]([O:8]/[CH:9]=[C:10]2\[CH:11]3[CH2:25][CH:24]=[CH:23][CH:12]3[NH:13][C:14]\2=[O:15])[CH:3]=1 |f:1.2.3|. Procedure details: A solution of tert-butyl (3E)-3-[(4-methyl-5-oxo-2H-furan-2-yl)oxymethylene]-2-oxo-4,6a-dihydro-3aH-cyclopenta[b]pyrrole-1-carboxylate Ib-1 (28 mg, 0.080 mmol) in acetonitrile (1 mL) was stirred with magnesium chloride (23 mg, 0.24 mmol) at 40° C. for 7 h. The solution was then diluted into CH2Cl2, filtrated, concentrated and purified by flash chromatography (EtOAc, then 5% MeOH in CH2Cl2) giving the desired compound as a colorless oil (8 mg, 40%); 1H NMR (400 MHz, CDCl3) 7.27 (1H, s), 6.93 (1H,... Reactants: NCCC[Si](OCC)(OCC)OCC (3-aminopropyltriethoxysilane), C(C)OC(\C=C/C(=O)OCC)=O (maleic acid diethyl ester), amine. Reaction conditions: temperature 30 celsius, time 8 hour. Yields the product C(C)OC([C@@H](NCCC[Si](OCC)(OCC)OCC)CC(=O)OCC)=O (N-(3-Triethoxysilylpropyl) aspartic acid diethyl ester). Reaction SMILES: [NH2:1][CH2:2][CH2:3][CH2:4][Si:5]([O:12][CH2:13][CH3:14])([O:9][CH2:10][CH3:11])[O:6][CH2:7][CH3:8].[CH2:15]([O:17][C:18](=[O:26])/[CH:19]=[CH:20]\[C:21]([O:23][CH2:24][CH3:25])=[O:22])[CH3:16]>>[CH2:15]([O:17][C:18](=[O:26])[C@H:19]([CH2:20][C:21]([O:23][CH2:24][CH3:25])=[O:22])[NH:1][CH2:2][CH2:3][CH2:4][Si:5]([O:12][CH2:13][CH3:14])([O:6][CH2:7][CH3:8])[O:9][CH2:10][CH3:11])[CH3:16]. Reported procedure: 221.0 g (1.0 mol) of 3-aminopropyltriethoxysilane were introduced into a standard stirrer apparatus. 172.0 g (1.0 mol) of maleic acid diethyl ester were added dropwise at room temperature over a period of about 4 hours. The exothermic reaction was maintained at about 30° C. by cooling the apparatus in a water bath. Stirring was then continued for a further 8 hours at room temperature. A clear, colorless liquid having a viscosity of about 30 mPa.s (23° C.) was obtained. Base titration showed almo... RXN SMILES: [F:1][C:2]([F:35])([F:34])[C:3]1[CH:4]=[C:5]([CH:27]=[C:28]([C:30]([F:33])([F:32])[F:31])[CH:29]=1)[CH2:6][N:7]([C:20]1[N:25]=[CH:24][C:23]([Br:26])=[CH:22][N:21]=1)[CH2:8][C:9]1[CH:14]=[C:13]([C:15]([F:18])([F:17])[F:16])[CH:12]=[CH:11][C:10]=1F.[CH2:36]([OH:43])[C:37]1[CH:42]=[CH:41][CH:40]=[CH:39][CH:38]=1.[H-].[Na+].O>O1CCCC1.C(OCC)(=O)C>[CH2:36]([O:43][C:10]1[CH:11]=[CH:12][C:13]([C:15]([F:18])([F:16])[F:17])=[CH:14][C:9]=1[CH2:8][N:7]([CH2:6][C:5]1[CH:27]=[C:28]([C:30]([F:32])([F:31])[F:33])[CH:29]=[C:3]([C:2]([F:1])([F:34])[F:35])[CH:4]=1)[C:20]1[N:21]=[CH:22][C:23]([Br:26])=[CH:24][N:25]=1)[C:37]1[CH:42]=[CH:41][CH:40]=[CH:39][CH:38]=1 |f:2.3|. The product is C(C1=CC=CC=C1)OC1=C(CN(C2=NC=C(C=N2)Br)CC2=CC(=CC(=C2)C(F)(F)F)C(F)(F)F)C=C(C=C1)C(F)(F)F ((2-benzyloxy-5-trifluoromethyl-benzyl)-(3,5-bis-trifluoromethyl-benzyl)-(5-bromo-pyrimidin-2-yl)-amine). Run in C(C)(=O)OCC (ethyl acetate), O1CCCC1 (tetrahydrofuran). Reactants: O (water), C(C1=CC=CC=C1)O (benzyl alcohol), [H-].[Na+] (sodium hydride), FC(C=1C=C(CN(CC2=C(C=CC(=C2)C(F)(F)F)F)C2=NC=C(C=N2)Br)C=C(C1)C(F)(F)F)(F)F ((3,5-Bis-trifluoromethyl-benzyl)-(5-bromo-pyrimidin-2-yl)-(2-fluoro-5-trifluoromethyl-benzyl)-amine). Reported procedure: (3,5-Bis-trifluoromethyl-benzyl)-(5-bromo-pyrimidin-2-yl)-(2-fluoro-5-trifluoromethyl-benzyl)-amine (11.1 g) is dissolved in tetrahydrofuran (20 ml), and thereto are added benzyl alcohol (6 ml) and sodium hydride (60%) (2.32 g), and the mixture is heated under reflux overnight. The reaction solution is cooled to room temperature, and thereto are added water and ethyl acetate, and the mixture is separated, and the organic layer is washed with a saturated brine, dried over magnesium sulfate, and c... As a reaction SMILES: OC[C@H](NC(=O)[C@H](C)CCCC1C=CC=CC=1)C1C=CC=CC=1.[CH3:24][C@@H:25]([CH2:29][CH2:30][CH2:31][C:32]1[CH:37]=[CH:36][CH:35]=[CH:34][CH:33]=1)[C:26]([OH:28])=[O:27]>>[CH3:24][C@H:25]([CH2:29][CH2:30][CH2:31][C:32]1[CH:33]=[CH:34][CH:35]=[CH:36][CH:37]=1)[C:26]([OH:28])=[O:27]. The product is -(−)-2-Methyl-5-phenylpentanoic acid, C[C@@H](C(=O)O)CCCC1=CC=CC=C1 ((R)-(−)-2-methyl-5-phenylpentanoic acid). Procedure details: -(−)-2-Methyl-5-phenylpentanoic acid was prepared from 19mc(i) (30 g) in the same manner (S)-(+)-2-methyl-5-phenylpentanoic acid was prepared from 19mb(i) as described above. The residue was purified by silica gel chromatography. Elution with ethyl acetate-heptane-acetic acid (20:80:0.4 v/v/v) afforded the title compound (20.8 g) as a clear oil; TLC Rf 0.51 (solvent system: 30:70:1 v/v/v ethyl aceate-hepatane-acetic acid; HPLC retention time 24.46 min; Chiralpak IA 4.6×25 mm 5μ, at a wavelength ... The reactants are OC[C@@H](C1=CC=CC=C1)NC([C@@H](CCCC1=CC=CC=C1)C)=O ((−)-(R)—N—((R)-2-hydroxy-1-phenylethyl)-2-methyl-5-phenylpentanamide), C[C@H](C(=O)O)CCCC1=CC=CC=C1 ((S)-(+)-2-methyl-5-phenylpentanoic acid). Starting materials: Cl.FC1=CC=C(C(=O)C2CCN(CC2)CCN2C(NC3=CC=C(C=C3C2=O)O)=S)C=C1 (3-[2-[4-(4-fluorobenzoyl)-1-piperidinyl]ethyl]-2,3-dihydro-6-hydroxy-2-thioxo-4(1H)-quinazolinone monohydrochloride), [OH-].[Na+] (sodium hydroxide), [OH-].[NH4+] (ammonium hydroxide), [BH4-].[Na+] (sodium borohydride). The solvent is CO (methanol), O (water), ClC(Cl)Cl (Trichloromethane), C(=O)O (formic acid). Reaction conditions: time 20 hour. Yields the product FC1=CC=C(C=C1)C(C1CCN(CC1)CCN1C(NC2=CC=C(C=C2C1=O)O)=S)O (3-[2-[4-[(4-fluorophenyl)hydroxymethyl]-1-piperidinyl]ethyl]-2,3-dihydro-6-hydroxy-2-thioxo-4(1H)-quinazolinone). Isolated yield 28.5%. Reaction SMILES: Cl.[F:2][C:3]1[CH:31]=[CH:30][C:6]([C:7]([CH:9]2[CH2:14][CH2:13][N:12]([CH2:15][CH2:16][N:17]3[C:26](=[O:27])[C:25]4[C:20](=[CH:21][CH:22]=[C:23]([OH:28])[CH:24]=4)[NH:19][C:18]3=[S:29])[CH2:11][CH2:10]2)=[O:8])=[CH:5][CH:4]=1.[OH-].[Na+].[BH4-].[Na+].[OH-].[NH4+]>ClC(Cl)Cl.C(O)=O.O.CO>[F:2][C:3]1[CH:31]=[CH:30][C:6]([CH:7]([OH:8])[CH:9]2[CH2:10][CH2:11][N:12]([CH2:15][CH2:16][N:17]3[C:26](=[O:27])[C:25]4[C:20](=[CH:21][CH:22]=[C:23]([OH:28])[CH:24]=4)[NH:19][C:18]3=[S:29])[CH2:13][CH2:14]2)=[CH:5][CH:4]=1 |f:0.1,2.3,4.5,6.7|. Procedure details: To a stirred solution of 2.3 parts of 3-[2-[4-(4-fluorobenzoyl)-1-piperidinyl]ethyl]-2,3-dihydro-6-hydroxy-2-thioxo-4(1H)-quinazolinone monohydrochloride in 40 parts of methanol was added a sodium hydroxide solution 1N till pH=7. 0.37 Parts of sodium borohydride were added portionwise. Upon completion, stirring was continued for 20 hours at room temperature. The reaction mixture was poured into water. The whole was acidified with formic acid till pH=2. After stirring for 30 minutes at room tempe...